Dataset: the Open Reaction Database (ORD), a public repository of structured organic reaction records. Task: describe an organic reaction: reactants, conditions, products, and yield Starting materials: FC(C(=O)O)(F)F (Trifluoroacetic acid), C(C)(C)(C)OC(=O)N1CCN(CC1)CC1=CC(=C(C=C1)Cl)Cl (1-(tert-butoxycarbonyl)-4-(3,4-dichlorobenzyl)piperazine), [OH-].[Na+] (sodium hydroxide). Solvent: C(Cl)(Cl)Cl (chloroform). Reaction conditions: time 1 hour. Yields the product ClC=1C=C(CN2CCNCC2)C=CC1Cl (1-(3,4-dichlorobenzyl)piperazine). Yield: 112.3%. As a reaction SMILES: FC(F)(F)C(O)=O.C(OC([N:15]1[CH2:20][CH2:19][N:18]([CH2:21][C:22]2[CH:27]=[CH:26][C:25]([Cl:28])=[C:24]([Cl:29])[CH:23]=2)[CH2:17][CH2:16]1)=O)(C)(C)C.[OH-].[Na+]>C(Cl)(Cl)Cl>[Cl:29][C:24]1[CH:23]=[C:22]([CH:27]=[CH:26][C:25]=1[Cl:28])[CH2:21][N:18]1[CH2:19][CH2:20][NH:15][CH2:16][CH2:17]1 |f:2.3|. Procedure details: Trifluoroacetic acid (75 ml, 974 mmol) was added to a solution 1-(tert-butoxycarbonyl)-4-(3,4-dichlorobenzyl)piperazine (45 g, 130 mmol) in chloroform (75 ml). The reaction mixture was stirred for 1 h at room temperature and then made basic with a sodium hydroxide solution. The product was extracted into ethyl acetate and the organic layer was washed with sodium bicarbonate solution, dried over magnesium sulfate and concentrated in vacuo to give 1-(3,4-dichlorobenzyl)piperazine (35.8 g) as a sol... Reported procedure: 4-(1-Fluoroethyl)-2-iodopyridine (90 g, 359 mmol, 1.05 equiv), 6-bromo-4-methylpyridin-2-amine (63.7 g, 341 mmol, 1.00 equiv), toluene (900 mL), t-BuOK (57.6 g, 1.50 equiv), BINAP (10.8 g, 17.3 mmol, 0.05 equiv) and Pd2(dba)3 (15.7 g, 17.1 mmol, 0.05 equiv) were combined into a 2000-mL 4-necked round-bottom flask purged and maintained with an inert atmosphere of nitrogen. The reaction mixture was stirred overnight at 90° C. in an oil bath and then cooled to r.t, diluted with DCM (500 mL). The so... Yields the product BrC1=CC(=CC(=N1)NC1=NC=CC(=C1)C(C)F)C (6-bromo-N-[4-(1-fluoroethyl)pyridin-2-yl]-4-methylpyridin-2-amine). Run at temperature 90 celsius, time 8 hour. Solvent: C1(=CC=CC=C1)C (toluene). Reactants: FC(C)C1=CC(=NC=C1)I (4-(1-Fluoroethyl)-2-iodopyridine), BrC1=CC(=CC(=N1)N)C (6-bromo-4-methylpyridin-2-amine), CC(C)(C)[O-].[K+] (t-BuOK), C=1C=CC(=CC1)P(C=2C=CC=CC2)C3=CC=C4C=CC=CC4=C3C5=C6C=CC=CC6=CC=C5P(C=7C=CC=CC7)C=8C=CC=CC8 (BINAP). Reagents/catalysts: C=1C=CC(=CC1)/C=C/C(=O)/C=C/C2=CC=CC=C2.C=1C=CC(=CC1)/C=C/C(=O)/C=C/C2=CC=CC=C2.C=1C=CC(=CC1)/C=C/C(=O)/C=C/C2=CC=CC=C2.[Pd].[Pd] (Pd2(dba)3). As a reaction SMILES: [F:1][CH:2]([C:4]1[CH:9]=[CH:8][N:7]=[C:6](I)[CH:5]=1)[CH3:3].[Br:11][C:12]1[N:17]=[C:16]([NH2:18])[CH:15]=[C:14]([CH3:19])[CH:13]=1.CC([O-])(C)C.[K+].C1C=CC(P(C2C(C3C(P(C4C=CC=CC=4)C4C=CC=CC=4)=CC=C4C=3C=CC=C4)=C3C(C=CC=C3)=CC=2)C2C=CC=CC=2)=CC=1>C1C=CC(/C=C/C(/C=C/C2C=CC=CC=2)=O)=CC=1.C1C=CC(/C=C/C(/C=C/C2C=CC=CC=2)=O)=CC=1.C1C=CC(/C=C/C(/C=C/C2C=CC=CC=2)=O)=CC=1.[Pd].[Pd].C1(C)C=CC=CC=1>[Br:11][C:12]1[N:17]=[C:16]([NH:18][C:6]2[CH:5]=[C:4]([CH:2]([F:1])[CH3:3])[CH:9]=[CH:8][N:7]=2)[CH:15]=[C:14]([CH3:19])[CH:13]=1 |f:2.3,5.6.7.8.9|.